The task is: describe an organic reaction: reactants, conditions, products, and yield. This data is from the Open Reaction Database (ORD), a public repository of structured organic reaction records. The reactants are CCCC[N+](CCCC)(CCCC)CCCC, C1CCOC1, CCOC(C)=O, COC(=O)c1cc(Oc2nc3cc(-c4ccc5c(ccn5C)c4)c(Cl)cc3n2COCC[Si](C)(C)C)ccc1C, [F-], [K+], [Na+], [OH-], O=S(=O)([O-])O. Yields the product COC(=O)c1cc(Oc2nc3cc(-c4ccc5c(ccn5C)c4)c(Cl)cc3[nH]2)ccc1C. Reaction SMILES: [CH2:42]([N+:43]([CH2:44][CH2:45][CH2:46][CH3:47])([CH2:48][CH2:49][CH2:50][CH3:51])[CH2:52][CH2:53][CH2:54][CH3:55])[CH2:56][CH2:57][CH3:58].[CH2:61]1[O:62][CH2:63][CH2:64][CH2:65]1.[CH3:66][CH2:67][O:68][C:69]([CH3:70])=[O:71].[Cl:1][c:2]1[c:3](-[c:31]2[cH:32][c:33]3[cH:34][cH:35][n:36]([CH3:40])[c:37]3[cH:38][cH:39]2)[cH:4][c:5]2[c:6]([n:7]([CH2:22][O:23][CH2:24][CH2:25][Si:26]([CH3:27])([CH3:28])[CH3:29])[c:8]([O:10][c:11]3[cH:12][cH:13][c:14]([CH3:21])[c:15]([C:16](=[O:17])[O:18][CH3:19])[cH:20]3)[n:9]2)[cH:30]1.[F-:41].[K+:77].[Na+:60].[OH-:59].[S:72](=[O:73])(=[O:74])([OH:75])[O-:76]>>[Cl:1][c:2]1[c:3](-[c:31]2[cH:32][c:33]3[cH:34][cH:35][n:36]([CH3:40])[c:37]3[cH:38][cH:39]2)[cH:4][c:5]2[c:6]([nH:7][c:8]([O:10][c:11]3[cH:12][cH:13][c:14]([CH3:21])[c:15]([C:16](=[O:17])[O:18][CH3:19])[cH:20]3)[n:9]2)[cH:30]1. Reactants: CNN (methylhydrazine), O=C1N([C@@H](CSC[C@@H]1N1C(C=2C(C1=O)=CC=CC2)=O)C2=CC=CC=C2)CC(=O)OC(C)(C)C (t-butyl α-[5-oxo-3(R)-phenyl-6(R)-phthalimidoperhydro-1,4-thiazepin-4-yl]acetate). Reaction conditions: time 2 hour. Isolated yield 92.4%. The solvent is C(Cl)Cl (methylene chloride). The product is N[C@@H]1C(N([C@@H](CSC1)C1=CC=CC=C1)CC(=O)OC(C)(C)C)=O (t-Butyl α-[6(R)-amino-5-oxo-3(R)-phenylperhydro-1,4-thiazepin-4-yl]acetate). Procedure: 0.7 ml of methylhydrazine was added to a solution containing 1.65 g of t-butyl α-[5-oxo-3(R)-phenyl-6(R)-phthalimidoperhydro-1,4-thiazepin-4-yl]acetate [prepared as described in step (f) above] dissolved in 20 ml of methylene chloride, and the mixture was allowed to stand at room temperature for 2 hours. The solvent and excess methylhydrazine were then distilled off, and the residue was dissolved in 10 ml of methylene chloride and 1 ml of methanol. The resulting solution was allowed to stand ove... RXN SMILES: CNN.[O:4]=[C:5]1[C@@H:11]([N:12]2C(=O)C3=CC=CC=C3C2=O)[CH2:10][S:9][CH2:8][C@@H:7]([C:23]2[CH:28]=[CH:27][CH:26]=[CH:25][CH:24]=2)[N:6]1[CH2:29][C:30]([O:32][C:33]([CH3:36])([CH3:35])[CH3:34])=[O:31]>C(Cl)Cl>[NH2:12][C@H:11]1[CH2:10][S:9][CH2:8][C@@H:7]([C:23]2[CH:28]=[CH:27][CH:26]=[CH:25][CH:24]=2)[N:6]([CH2:29][C:30]([O:32][C:33]([CH3:35])([CH3:34])[CH3:36])=[O:31])[C:5]1=[O:4]. Yields the product CN1C(=O)C(c2cn(C)c3ccccc23)C(c2cn(C)c3ccccc23)C1=O. Starting materials: C, CN1C(=O)C(c2cn(C)c3ccccc23)=C(c2cn(C)c3ccccc23)C1=O, CN(C)C=O, [Pd]. Reaction SMILES: [C:34].[CH3:1][n:2]1[cH:3][c:4]([C:11]2=[C:16]([c:17]3[cH:18][n:19]([CH3:26])[c:20]4[cH:21][cH:22][cH:23][cH:24][c:25]34)[C:15](=[O:27])[N:14]([CH3:28])[C:12]2=[O:13])[c:5]2[cH:6][cH:7][cH:8][cH:9][c:10]12.[O:29]=[CH:30][N:31]([CH3:32])[CH3:33].[Pd:35]>>[CH3:1][n:2]1[cH:3][c:4]([CH:11]2[C:12](=[O:13])[N:14]([CH3:28])[C:15](=[O:27])[CH:16]2[c:17]2[cH:18][n:19]([CH3:26])[c:20]3[cH:21][cH:22][cH:23][cH:24][c:25]23)[c:5]2[cH:6][cH:7][cH:8][cH:9][c:10]12. The reactants are ClC1=C(C=CC(=C1)Cl)C(CN1C=NC=C1)O (1-(2,4-dichlorophenyl)-2-(1H-imidazol-1-yl)ethanol), [OH-].[Na+] (sodium hydroxide), O (water), Cl.ClCC=1N=C(SC1)C (4-chloromethyl-2-methylthiazole, hydrochloride). Reagents/catalysts: [Cl-].C(C1=CC=CC=C1)[N+](C)(C)C (benzyltrimethylammonium chloride). Solvent: O1CCCC1 (tetrahydrofuran). Reaction conditions: time 2 hour. Yields the product Cl.ClC1=C(C=CC(=C1)Cl)C(CN1C=NC=C1)OCC=1N=C(SC1)C (4-[[1-(2,4-Dichlorophenyl)-2-(1H-imidazol-1-yl)-ethoxy]methyl]-2-methylthiazole, hydrochloride), ClC1=C(C=CC(=C1)Cl)C(CN1C=NC=C1)OCC=1N=C(SC1)C (4-[[1-(2,4-dichlorophenyl)-2-(1H-imidazol-1-yl)ethoxy]methyl]-2-methylthiazole). As a reaction SMILES: [OH-].[Na+].O.[Cl:4][C:5]1[CH:10]=[C:9]([Cl:11])[CH:8]=[CH:7][C:6]=1[CH:12]([OH:19])[CH2:13][N:14]1[CH:18]=[CH:17][N:16]=[CH:15]1.Cl.Cl[CH2:22][C:23]1[N:24]=[C:25]([CH3:28])[S:26][CH:27]=1>[Cl-].C([N+](C)(C)C)C1C=CC=CC=1.O1CCCC1>[ClH:4].[Cl:4][C:5]1[CH:10]=[C:9]([Cl:11])[CH:8]=[CH:7][C:6]=1[CH:12]([O:19][CH2:22][C:23]1[N:24]=[C:25]([CH3:28])[S:26][CH:27]=1)[CH2:13][N:14]1[CH:18]=[CH:17][N:16]=[CH:15]1.[Cl:4][C:5]1[CH:10]=[C:9]([Cl:11])[CH:8]=[CH:7][C:6]=1[CH:12]([O:19][CH2:22][C:23]1[N:24]=[C:25]([CH3:28])[S:26][CH:27]=1)[CH2:13][N:14]1[CH:18]=[CH:17][N:16]=[CH:15]1 |f:0.1,4.5,6.7,9.10|. Reported procedure: In a three-necked flask, fitted with stirrer, reflux condenser and gas inlet tube, 44 g of sodium hydroxide (1.1 mol) and 50 ml of water are introduced. While passing nitrogen through the flask, the solution is cooled to 45° and then 11.6 g of (1-(2,4-dichlorophenyl)-2-(1H-imidazol-1-yl)ethanol (0.045 mol) [prepared by the method of J. Med. Chem. 12, 784, (1969)], 0.75 g of benzyltrimethylammonium chloride and 150 ml of tetrahydrofuran are added. To the mixture, which is warmed to 50°, 8.3 g of ... Starting materials: CC(=O)C1CCC2C(OC(=O)c3ccccc3)CCCC12C, [Li]CCCC, C#CCCC(CC)(CC)OCOC, CCCCCC, [Cl-], [NH4+], C1CCOC1. Product: CCC(CC)(CCC#CC(C)(O)C1CCC2C(OC(=O)c3ccccc3)CCCC21C)OCOC. As a reaction SMILES: [C:19]([c:20]1[cH:21][cH:22][cH:23][cH:24][cH:25]1)(=[O:26])[O:27][CH:28]1[CH:29]2[CH2:30][CH2:31][CH:32]([C:38]([CH3:39])=[O:40])[C:33]2([CH3:37])[CH2:34][CH2:35][CH2:36]1.[CH2:1]([Li:2])[CH2:3][CH2:4][CH3:5].[CH2:6]([CH3:7])[C:8]([CH2:9][CH2:10][C:11]#[CH:12])([CH2:13][CH3:14])[O:15][CH2:16][O:17][CH3:18].[CH3:48][CH2:49][CH2:50][CH2:51][CH2:52][CH3:53].[Cl-:41].[NH4+:42].[O:43]1[CH2:44][CH2:45][CH2:46][CH2:47]1>>[CH2:6]([CH3:7])[C:8]([CH2:9][CH2:10][C:11]#[C:12][C:38]([CH:32]1[CH2:31][CH2:30][CH:29]2[CH:28]([O:27][C:19]([c:20]3[cH:21][cH:22][cH:23][cH:24][cH:25]3)=[O:26])[CH2:36][CH2:35][CH2:34][C:33]21[CH3:37])([CH3:39])[OH:40])([CH2:13][CH3:14])[O:15][CH2:16][O:17][CH3:18]. The reactants are BrCc1ccccc1c2ccccc2 (2PhPh), CC(C)(C)OC(=O)N1CCN(CC1)c2ccc(NC(=O)c3oc(cc3)c4ccc(cc4)C#N)cc2 (p-CN Core). The reagents and catalysts are O=S(=O)(O)O (H2SO4), CCN=P(N=P(N(C)C)(N(C)C)N(C)C)(N(C)C)N(C)C (P2-Et). Solvent: COCCOCCOC (diglyme), CN(C)C=O (DMF), CN(C)C=O (DMF), CN(C)C=O (DMF). Run at temperature 23 celsius, time 20 hour. Yields the product O=C(N(Cc1ccccc1c2ccccc2)c3ccc(cc3)N4CCNCC4)c5oc(cc5)c6ccc(cc6)C#N (MK2_Alk_21), CC(C)(C)OC(=O)N1CCN(CC1)c2ccc(NC(=O)c3oc(cc3)c4ccc(cc4)C#N)cc2 (p-CN Core), CC(C)(C)OC(=O)N1CCN(CC1)c2ccc(NC(=O)c3oc(cc3)c4ccc(cc4)C#N)cc2 (MK2_Core_CN). Yield: 28.0%.